This data is from the Open Reaction Database (ORD), a public repository of structured organic reaction records. The task is: describe an organic reaction: reactants, conditions, products, and yield Reactants: C(C)(C)(C)C=1C=C(C=C(C1O)[N+](=O)[O-])C(C)=O (1-[3-(tert-butyl)-4-hydroxy-5-nitrophenyl]-1-ethanone), C(C)(=O)OCC.CCCCCC (ethyl acetate hexane). The reagents and catalysts are [C].[Pd] (palladium-carbon). Run in C(C)(=O)OCC (ethyl acetate). Reaction conditions: time 3 hour. Product: NC=1C=C(C=C(C1O)C(C)(C)C)C(C)=O (1-[3-Amino-5-(tert-butyl)-4-hydroxyphenyl]-1-ethanone). The yield is 71.7%. Reaction SMILES: [C:1]([C:5]1[CH:6]=[C:7]([C:15](=[O:17])[CH3:16])[CH:8]=[C:9]([N+:12]([O-])=O)[C:10]=1[OH:11])([CH3:4])([CH3:3])[CH3:2].C(OCC)(=O)C.CCCCCC>C(OCC)(=O)C.[C].[Pd]>[NH2:12][C:9]1[CH:8]=[C:7]([C:15](=[O:17])[CH3:16])[CH:6]=[C:5]([C:1]([CH3:2])([CH3:4])[CH3:3])[C:10]=1[OH:11] |f:1.2,4.5|. Procedure: After adding 10% palladium-carbon (50% wet) (100 mg) to a solution of 1-[3-(tert-butyl)-4-hydroxy-5-nitrophenyl]-1-ethanone (1.00 g, 4.22 mmol) in ethyl acetate (10 ml) at room temperature, the mixture was hydrogenated for 3 hours under normal pressure. The 10% palladium-carbon was then filtered through celite and the solvent was distilled off under reduced pressure. The residue was subjected to silica gel chromatography (Wakogel-C200,10 g) to yield the title compound (627 mg, 71.8% yield) as a ... As a reaction SMILES: [Cl:1][C:2]1[CH:3]=[C:4]2[C:8](=[CH:9][C:10]=1[O:11][CH3:12])[C:7](=[O:13])/[C:6](=[CH:14]/[C:15]1[CH:20]=[CH:19][C:18]([S:21][C:22]([F:25])([F:24])[F:23])=[CH:17][CH:16]=1)/[CH2:5]2>CO.[Pt]>[Cl:1][C:2]1[CH:3]=[C:4]2[C:8](=[CH:9][C:10]=1[O:11][CH3:12])[C:7](=[O:13])[CH:6]([CH2:14][C:15]1[CH:20]=[CH:19][C:18]([S:21][C:22]([F:24])([F:23])[F:25])=[CH:17][CH:16]=1)[CH2:5]2. Procedure details: The compound 171 (85 mg, 0.195 mmol) was dissolved in methanol 25 mL and Pt/C (40 mg) and the reaction stirred under H2 balloon for 6 h. The reaction was filtered through celite bed and washed with excess methanol. The organic layer was concentrated to get the crude. The crude was purified by flash chromatography using 100-200 mesh silica gel. The compound was eluted at 25% ethylacetate in hexane as half white coloured solid 172. 1H NMR (400 MHz, CDCl3) δ ppm 7.57 (d, 2H), 7.43 (s, 1H), 7.27 (d,... Run in CO (methanol). Reactants: ClC=1C=C2C\C(\C(C2=CC1OC)=O)=C/C1=CC=C(C=C1)SC(F)(F)F ((E)-5-chloro-6-methoxy-2-(4-((trifluoromethyl)thio)benzylidene)-2,3-dihydro-1H-inden-1-one). Reagents/catalysts: [Pt] (Pt/C). The product is ClC=1C=C2CC(C(C2=CC1OC)=O)CC1=CC=C(C=C1)SC(F)(F)F (5-chloro-6-methoxy-2-(4-((trifluoromethyl)thio)benzyl)-2,3-dihydro-1H-inden-1-one). The reactants are CC1CN(Cc2ccc(NS(=O)(=O)c3ccc(N4CCCCC4)nc3)cc2)CCN1, CC1CN(Cc2ccc(NS(=O)(=O)c3ccc(N4CCOCC4)nc3)cc2)CCN1C(=O)OC(C)(C)C. Yields the product CC1CN(Cc2ccc(NS(=O)(=O)c3ccc(N4CCOCC4)nc3)cc2)CCN1. RXN SMILES: [CH3:1][CH:2]1[NH:3][CH2:4][CH2:5][N:6]([CH2:7][c:8]2[cH:9][cH:10][c:11]([NH:12][S:13]([c:14]3[cH:15][n:16][c:17]([N:18]4[CH2:19][CH2:20][CH2:21][CH2:22][CH2:23]4)[cH:24][cH:25]3)(=[O:26])=[O:27])[cH:28][cH:29]2)[CH2:30]1.[CH3:31][CH:32]1[N:33]([C:61]([O:62][C:63]([CH3:64])([CH3:65])[CH3:66])=[O:67])[CH2:34][CH2:35][N:36]([CH2:38][c:39]2[cH:40][cH:41][c:42]([NH:45][S:46](=[O:47])(=[O:48])[c:49]3[cH:50][n:51][c:52]([N:55]4[CH2:56][CH2:57][O:58][CH2:59][CH2:60]4)[cH:53][cH:54]3)[cH:43][cH:44]2)[CH2:37]1>>[CH3:31][CH:32]1[NH:33][CH2:34][CH2:35][N:36]([CH2:38][c:39]2[cH:40][cH:41][c:42]([NH:45][S:46](=[O:47])(=[O:48])[c:49]3[cH:50][n:51][c:52]([N:55]4[CH2:56][CH2:57][O:58][CH2:59][CH2:60]4)[cH:53][cH:54]3)[cH:43][cH:44]2)[CH2:37]1. Product: FC(COCCO)(F)F (2-(2,2,2-trifluoroethoxy)ethanol). Run at temperature 0 celsius, time 45 minute. As a reaction SMILES: [H-].[H-].[H-].[H-].[Li+].[Al+3].C([O:11][C:12](=O)[CH2:13][O:14][CH2:15][C:16]([F:19])([F:18])[F:17])(C)(C)C>CCOCC>[F:17][C:16]([F:19])([F:18])[CH2:15][O:14][CH2:13][CH2:12][OH:11] |f:0.1.2.3.4.5|. Starting materials: C(C)(C)(C)OC(COCC(F)(F)F)=O (t-butyl-2,2,2-trifluoroethoxyacetate), [H-].[H-].[H-].[H-].[Li+].[Al+3] (LAH), ice water. The solvent is CCOCC (ether), CCOCC (ether). Procedure: To a suspension of LAH (750 mg, 19.7 mmol) in ether (40 ml) was added crude t-butyl-2,2,2-trifluoroethoxyacetate (2.0 g, 9.3 mmol) in ether (10 ml) at 0° C. The mixture was stirred for 45 minutes at 0° C. Then, the mixture was poured into ice-water and extracted with ether. The organic layer was dried over anhydrous magnesium sulfate and concentrated to give crude 2-(2,2,2-trifluoroethoxy)ethanol (1.09 g, 81%). To a solution of crude 2-(2,2,2-trifluoroethoxy)ethanol (150 mg, 11.0 mmol) in dichlo... Isolated yield 81.3%. Starting materials: C(OC(C)(C)C)(OC1=C(C(=C(C=C1)F)C(=O)C=1C=C2N=C(C=NC2=CC1)Cl)F)=O (tert-butyl (3-(3-chloroquinoxaline-6-carbonyl)-2,4-difluorophenyl) carbonate), C1(=CC=CC=C1)B(O)O (phenylboronic acid), C(=O)([O-])[O-].[Na+].[Na+] (Na2CO3). Reagents/catalysts: C1=CC=C(C=C1)P([C-]2C=CC=C2)C3=CC=CC=C3.C1=CC=C(C=C1)P([C-]2C=CC=C2)C3=CC=CC=C3.Cl[Pd]Cl.[Fe+2] (Pd(dppf)2Cl2). The solvent is O1CCOCC1 (dioxane), O (water). Conditions: temperature 100 celsius. Yields the product FC1=C(C(=CC=C1O)F)C(=O)C=1C=C2N=C(C=NC2=CC1)C1=CC=CC=C1 ((2,6-difluoro-3-hydroxyphenyl)(3-phenylquinoxalin-6-yl)methanone). As a reaction SMILES: C(=O)([O:7][C:8]1[CH:13]=[CH:12][C:11]([F:14])=[C:10]([C:15]([C:17]2[CH:18]=[C:19]3[C:24](=[CH:25][CH:26]=2)[N:23]=[CH:22][C:21](Cl)=[N:20]3)=[O:16])[C:9]=1[F:28])OC(C)(C)C.[C:30]1(B(O)O)[CH:35]=[CH:34][CH:33]=[CH:32][CH:31]=1.C([O-])([O-])=O.[Na+].[Na+]>O1CCOCC1.O.C1C=CC(P(C2C=CC=CC=2)[C-]2C=CC=C2)=CC=1.C1C=CC(P(C2C=CC=CC=2)[C-]2C=CC=C2)=CC=1.Cl[Pd]Cl.[Fe+2]>[F:28][C:9]1[C:8]([OH:7])=[CH:13][CH:12]=[C:11]([F:14])[C:10]=1[C:15]([C:17]1[CH:18]=[C:19]2[C:24](=[CH:25][CH:26]=1)[N:23]=[CH:22][C:21]([C:30]1[CH:35]=[CH:34][CH:33]=[CH:32][CH:31]=1)=[N:20]2)=[O:16] |f:2.3.4,7.8.9.10|. Procedure details: A mixture of tert-butyl (3-(3-chloroquinoxaline-6-carbonyl)-2,4-difluorophenyl) carbonate (60 mg, 0.14 mmol, 1.0 eq.), phenylboronic acid (17 mg, 0.14 mmol, 1.1 eq.), Pd(dppf)2Cl2 (6 mg, 0.007 mmol, 0.05 eq.) and Na2CO3 (30 mg, 0.28 mmol, 2.0 eq.) in dioxane and water (9 mL/1 mL) was heated at 100° C. overnight under N2 protection, then cooled and concentrated. The resulting residue was purified via flash column chromatography (PE/EA=3/1, v/v) to (2,6-difluoro-3-hydroxyphenyl)(3-phenylquinoxalin... Starting materials: C(=O)([O-])[O-].[K+].[K+] (K2CO3), [Li+].[Br-] (LiBr), C(C1=CC=CC=C1)Br (benzyl bromide), C(C)OC(=O)C=1NC(C=CC1C)=O (3-methyl-6-oxo-1,6-dihydro-pyridine-2-carboxylic acid ethyl ester). Reagents/catalysts: [Br-].C(CCC)[N+](CCCC)(CCCC)CCCC (tetrabutylammonium bromide). Run in O (water), C1(=CC=CC=C1)C (toluene), C(Cl)Cl (CH2Cl2). Conditions: temperature 80 celsius. The product is C(C)OC(=O)C=1N(C(C=CC1C)=O)CC1=CC=CC=C1 (1-Benzyl-3-methyl-6-oxo-1,6-dihydro-pyridine-2-carboxylic acid ethyl ester). Yield: 45.9%. As a reaction SMILES: [CH2:1]([O:3][C:4]([C:6]1[NH:7][C:8](=[O:13])[CH:9]=[CH:10][C:11]=1[CH3:12])=[O:5])[CH3:2].C([O-])([O-])=O.[K+].[K+].[Li+].[Br-].[CH2:22](Br)[C:23]1[CH:28]=[CH:27][CH:26]=[CH:25][CH:24]=1>[Br-].C([N+](CCCC)(CCCC)CCCC)CCC.C(Cl)Cl.O.C1(C)C=CC=CC=1>[CH2:1]([O:3][C:4]([C:6]1[N:7]([CH2:22][C:23]2[CH:28]=[CH:27][CH:26]=[CH:25][CH:24]=2)[C:8](=[O:13])[CH:9]=[CH:10][C:11]=1[CH3:12])=[O:5])[CH3:2] |f:1.2.3,4.5,7.8|. Procedure: A flask was charged with 3-methyl-6-oxo-1,6-dihydro-pyridine-2-carboxylic acid ethyl ester (230 mg, 1.27 mmol), toluene (6.4 mL) and water (0.064 mL). K2CO3 (351 mg, 2.54 mmol), LiBr (221 mg, 2.54 mmol), tetrabutylammonium bromide (41 mg, 0.127 mmol), and benzyl bromide (0.23 mL, 1.91 mmol) were added, and the resulting suspension was heated at 80° C. for 40 min. The mixture was allowed to come to r.t., diluted with CH2Cl2, and filtered. The filtrate was concentrated in vacuo, and the residue wa... Starting materials: Cl.Cl.Cl.Cl.N1=CC=C(C=C1)C[C@@H](N)C(=O)N1CCN(CC1)C1CCN(CC1)C (1-[β-(4-pyridinyl)-D-alanyl]-4-(1-methylpiperidin-4-yl)piperazine tetrahydrochloride), N1C=CC2=CC=C(C=C12)C(=O)O (indole-6-carboxylic acid). Product: N1C=CC2=CC=C(C=C12)C(=O)N[C@H](CC1=CC=NC=C1)C(=O)N1CCN(CC1)C1CCN(CC1)C (1-[N-(Indole-6-carbonyl)-β-(4-pyridinyl)-D-alanyl]-4-(1-methylpiperidin-4-yl)piperazine). As a reaction SMILES: Cl.Cl.Cl.Cl.[N:5]1[CH:10]=[CH:9][C:8]([CH2:11][C@H:12]([C:14]([N:16]2[CH2:21][CH2:20][N:19]([CH:22]3[CH2:27][CH2:26][N:25]([CH3:28])[CH2:24][CH2:23]3)[CH2:18][CH2:17]2)=[O:15])[NH2:13])=[CH:7][CH:6]=1.[NH:29]1[C:37]2[C:32](=[CH:33][CH:34]=[C:35]([C:38](O)=[O:39])[CH:36]=2)[CH:31]=[CH:30]1>>[NH:29]1[C:37]2[C:32](=[CH:33][CH:34]=[C:35]([C:38]([NH:13][C@@H:12]([C:14]([N:16]3[CH2:21][CH2:20][N:19]([CH:22]4[CH2:27][CH2:26][N:25]([CH3:28])[CH2:24][CH2:23]4)[CH2:18][CH2:17]3)=[O:15])[CH2:11][C:8]3[CH:7]=[CH:6][N:5]=[CH:10][CH:9]=3)=[O:39])[CH:36]=2)[CH:31]=[CH:30]1 |f:0.1.2.3.4|. Procedure details: Using methods substantially equivalent to those described in Method D-1, the titled compound was prepared from 1-[β-(4-pyridinyl)-D-alanyl]-4-(1-methylpiperidin-4-yl)piperazine tetrahydrochloride and indole-6-carboxylic acid (50%). The reactants are C(C)(=O)OC=1C(=NC=CC1)OCC(=O)OC (3-acetoxy-2-(methoxycarbonyl)methoxypyridine), C([O-])([O-])=O.[K+].[K+] (potassium carbonate), CO (methanol). The solvent is O (water). Reaction conditions: time 3 hour. Product: OC=1C(=NC=CC1)OCC(=O)OC (3-hydroxy-2-(methoxycarbonyl)methoxypyridine). The yield is 89.8%. Reaction SMILES: C([O:4][C:5]1[C:6]([O:11][CH2:12][C:13]([O:15][CH3:16])=[O:14])=[N:7][CH:8]=[CH:9][CH:10]=1)(=O)C.C(=O)([O-])[O-].[K+].[K+].CO>O>[OH:4][C:5]1[C:6]([O:11][CH2:12][C:13]([O:15][CH3:16])=[O:14])=[N:7][CH:8]=[CH:9][CH:10]=1 |f:1.2.3|. Reported procedure: A mixture of 0.1 g of 3-acetoxy-2-(methoxycarbonyl)methoxypyridine, 31 mg of potassium carbonate, and 1 ml of methanol was stirred at room temperature for 3 hours. The reaction mixture was poured into water, and the mixture was extracted with ethyl acetate. The organic layer was dried over anhydrous magnesium sulfate and then concentrated. The residue was subjected to silica gel column chromatography to give 73 mg of 3-hydroxy-2-(methoxycarbonyl)methoxypyridine.